Dataset: the Open Reaction Database (ORD), a public repository of structured organic reaction records. Task: describe an organic reaction: reactants, conditions, products, and yield Starting materials: ClC=1N=C(C=2N=CN([C@H]3[C@H](O)[C@H](O)[C@@H](CO)O3)C2N1)N[C@@H](CSC=1SC2=C(N1)C=CC=C2)C (2-chloro-N-[(R)-1-(2-benzothiazolyl)thio-2-propyl]adenosine), C[O-].[Na+] (sodium methoxide), C(C)(=O)O[C@H]1[C@@H](O[C@@H]([C@H]1OC(C)=O)COC(C)=O)N1C2=NC(=NC(=C2N=C1)Cl)C (9-(2,3,5-tri-O-acetyl-β-D-ribofuranosyl)-6-chloro-2-methyl-9H-purine), C(C)(=O)O[C@H]1[C@@H](O[C@@H]([C@H]1OC(C)=O)COC(C)=O)N1C=NC=2C(N[C@@H](CSC=3SC4=C(N3)C=CC=C4)C)=NC(=NC12)C (2',3',5'-tri-O-acetyl-N-[(R)-1-(2-benzothiazolyl)thio-2-propyl]-2-methyladenosine). The solvent is CO (methanol). The product is S1C(=NC2=C1C=CC=C2)SC[C@@H](C)NC=2C=1N=CN([C@H]3[C@H](O)[C@H](O)[C@@H](CO)O3)C1N=C(N2)C (N-[(R)-1-(2-benzothiazolyl)thio-2-propyl]-2-methyladenosine). The yield is 11.0%. Reaction SMILES: ClC1N=C(N[C@H](C)CSC2SC3C=CC=CC=3N=2)C2N=CN(C=2N=1)[C@@H]1O[C@H](CO)[C@@H](O)[C@H]1O.C(O[C@@H]1[C@H](OC(=O)C)[C@@H](COC(=O)C)O[C@H]1N1C=NC2C1=NC(C)=NC=2Cl)(=O)C.C([O:66][C@@H:67]1[C@H:71]([O:72]C(=O)C)[C@@H:70]([CH2:76][O:77]C(=O)C)[O:69][C@H:68]1[N:81]1[C:103]2[N:102]=[C:101]([CH3:104])[N:100]=[C:85]([NH:86][C@H:87]([CH3:99])[CH2:88][S:89][C:90]3[S:91][C:92]4[CH:98]=[CH:97][CH:96]=[CH:95][C:93]=4[N:94]=3)[C:84]=2[N:83]=[CH:82]1)(=O)C.C[O-].[Na+]>CO>[S:91]1[C:92]2[CH:98]=[CH:97][CH:96]=[CH:95][C:93]=2[N:94]=[C:90]1[S:89][CH2:88][C@H:87]([NH:86][C:85]1[C:84]2[N:83]=[CH:82][N:81]([C:103]=2[N:102]=[C:101]([CH3:104])[N:100]=1)[C@@H:68]1[O:69][C@H:70]([CH2:76][OH:77])[C@@H:71]([OH:72])[C@H:67]1[OH:66])[CH3:99] |f:3.4|. Procedure: The title compound was prepared according to general method A as described above in Example 1 by reacting 2-[(R)-2-amino-1-propylthio]benzothiazole hydrochloride (prepared as described in Example 5) (0.89 g, 3.0 mmol) with 9-(2,3,5-tri-O-acetyl-β-D-ribofuranosyl)-6-chloro-2-methyl-9H-purine (1.07 g, 2.5 mmol) [prepared from 2-methylinosine (Journal of Organic Chemistry, 1967, 32, 3258-3260) by standard acylation and chlorination steps]. Deacylation of the purified 2',3',5'-tri-O-acetyl-N-[(R)-1-... Starting materials: CCOC(=O)C(F)=C(CC)c1cc2c(c(Br)c1OCC)C(C)(C)CC=C2C(C)C, CC(C)C[Al+]CC(C)C, [H-]. The product is CCOc1c(C(CC)=C(F)CO)cc2c(c1Br)C(C)(C)CC=C2C(C)C. Reaction SMILES: [Br:1][c:2]1[c:3]([O:27][CH2:28][CH3:29])[c:4]([C:17](=[C:18]([C:19](=[O:20])[O:21][CH2:22][CH3:23])[F:24])[CH2:25][CH3:26])[cH:5][c:6]2[c:11]1[C:10]([CH3:12])([CH3:13])[CH2:9][CH:8]=[C:7]2[CH:14]([CH3:15])[CH3:16].[CH2:31]([Al+:32][CH2:33][CH:34]([CH3:35])[CH3:36])[CH:37]([CH3:38])[CH3:39].[H-:30]>>[Br:1][c:2]1[c:3]([O:27][CH2:28][CH3:29])[c:4]([C:17](=[C:18]([CH2:19][OH:20])[F:24])[CH2:25][CH3:26])[cH:5][c:6]2[c:11]1[C:10]([CH3:12])([CH3:13])[CH2:9][CH:8]=[C:7]2[CH:14]([CH3:15])[CH3:16].